Dataset: the Open Reaction Database (ORD), a public repository of structured organic reaction records. Task: describe an organic reaction: reactants, conditions, products, and yield The reactants are [H-].[K+] (Potassium hydride), O1CCCC1 (tetrahydrofuran), CSCS(C)=O (formaldehyde dimethyl mercaptal S-oxide), O1CCCC1 (tetrahydrofuran), ClC\C=C/CCl (cis-1,4-dichloro-2-butene). Run in C(Cl)Cl (Methylene chloride), O (water). Conditions: temperature 0 celsius, time 1 hour. Yields the product CSC1(CC=CC1)S(C)=O (3-cyclopentenone dimethyl mercaptal S-oxide). The yield is 45.0%. RXN SMILES: [H-].[K+].O1[CH2:7][CH2:6][CH2:5][CH2:4]1.[CH3:8][S:9][CH2:10][S:11](=[O:13])[CH3:12].ClC/C=C\CCl>O.C(Cl)Cl>[CH3:8][S:9][C:10]1([S:11](=[O:13])[CH3:12])[CH2:7][CH:6]=[CH:5][CH2:4]1 |f:0.1|. Procedure: Potassium hydride (4.2g) was suspended in 50 ml. of tetrahydrofuran, and 5.464 g of formaldehyde dimethyl mercaptal S-oxide was added dropwise at -10° C. to 0° C. The mixture was stirred for 1 hour at 0° C., and then a tetrahydrofuran solution (6.585 g/30 ml.) of cis-1,4-dichloro-2-butene was added while adjusting the temperature of the reaction mixture to -30° to -40° C. Then, the mixture was stirred for 12.5 hours at room temperature. Methylene chloride (400 ml) and 50 ml. of water were added,... Starting materials: C(C)N1C(N(CC1C(=O)O)C)=O (3-ethyl-1-methyl-2-oxo-4-imidazolidinecarboxylic acid), O.ON1N=NC2=C1C=CC=C2 (1-hydroxybenzotriazole hydrate), Cl.C(C)N=C=NCCCN(C)C (1-ethyl-3-(3-dimethylaminopropyl)carbodiimide hydrochloride), C(C)N1CCOCC1 (N-ethyl morpholine), ClC1=C(C=CC(=C1)Cl)CN ([1-(2,4-dichlorophenyl)methyl]amine). Run in ClCCl (dichloromethane), ClCCl (dichloromethane), ClCCl (dichloromethane). Reaction conditions: time 10 minute. Product: ClC1=C(C=CC(=C1)Cl)CNC(=O)C1N(C(N(C1)C)=O)CC (N-[(2,4-dichlorophenyl)methyl]-3-ethyl-1-methyl-2-oxo-4-imidazolidinecarboxamide). Isolated yield 53.4%. Reaction SMILES: [CH2:1]([N:3]1[CH:7]([C:8]([OH:10])=O)[CH2:6][N:5]([CH3:11])[C:4]1=[O:12])[CH3:2].O.ON1C2C=CC=CC=2N=N1.Cl.C(N=C=NCCCN(C)C)C.C(N1CCOCC1)C.[Cl:44][C:45]1[CH:50]=[C:49]([Cl:51])[CH:48]=[CH:47][C:46]=1[CH2:52][NH2:53]>ClCCl>[Cl:44][C:45]1[CH:50]=[C:49]([Cl:51])[CH:48]=[CH:47][C:46]=1[CH2:52][NH:53][C:8]([CH:7]1[CH2:6][N:5]([CH3:11])[C:4](=[O:12])[N:3]1[CH2:1][CH3:2])=[O:10] |f:1.2,3.4|. Procedure details: A mixture of 3-ethyl-1-methyl-2-oxo-4-imidazolidinecarboxylic acid (138 mg, 0.800 mmol), 1-hydroxybenzotriazole hydrate (147 mg, 0.960 mmol), 1-ethyl-3-(3-dimethylaminopropyl)carbodiimide hydrochloride (184 mg, 0.960 mmol) and N-ethyl morpholine (0.409 ml, 3.20 mmol) in dichloromethane (9 ml) was stirred at room temperature for 10 minutes. A solution of [1-(2,4-dichlorophenyl)methyl]amine (141 mg, 0.8 mmol) in dichloromethane (1 ml) was added and the reaction mixture was stirred at room temperat... The reactants are Cl.N1[C@@H](CC1)C(=O)OC ((2S)-Methyl azetidine-2-carboxylate hydrochloride), C(C)(C)N(CC)C(C)C (diisopropylethylamine), Example 1, C1(=CC=CC=C1)CS(=O)(=O)Cl (α-toluenesulfonyl chloride). The solvent is ClCCl (dichloromethane). Run at temperature 0 celsius, time 8 hour. Product: COC(=O)[C@H]1N(CC1)S(=O)(=O)CC1=CC=CC=C1 ((2S)-Methyl-1-(α-toluenesulfonyl)azetidine-2-carboxylate). The yield is 71.0%. Reaction SMILES: Cl.[NH:2]1[CH2:5][CH2:4][C@H:3]1[C:6]([O:8][CH3:9])=[O:7].[C:10]1([CH2:16][S:17](Cl)(=[O:19])=[O:18])[CH:15]=[CH:14][CH:13]=[CH:12][CH:11]=1.C(N(C(C)C)CC)(C)C>ClCCl>[CH3:9][O:8][C:6]([C@@H:3]1[CH2:4][CH2:5][N:2]1[S:17]([CH2:16][C:10]1[CH:15]=[CH:14][CH:13]=[CH:12][CH:11]=1)(=[O:19])=[O:18])=[O:7] |f:0.1|. Procedure: (2S)-Methyl azetidine-2-carboxylate hydrochloride from Reference Example 1 (361.4 mg, 2.26 mmol, 1.0 eq) was dissolved in dry dichloromethane (10.0 mL) and treated with α-toluenesulfonyl chloride (458.1 mg, 2.40 mmol, 1.1 eq). After cooling to about 0° C. under argon atmosphere, diisopropylethylamine (420 μL, 2.41 mmol, 1.1 eq) was added and the reaction mixture was stirred at about room temperature overnight. The solvent was evaporated and the residue was subjected to flash chromatography (in d... Starting materials: CCOCc1nc2cnc3cc(OCc4ccccc4)ccc3c2n1NC(C)C, ClC(Cl)Cl, [NH4+], [OH-], O, Cc1ccc(S(=O)(=O)Cl)cc1. The product is CCOCc1nc2c(N)nc3cc(OCc4ccccc4)ccc3c2n1NC(C)C. As a reaction SMILES: [CH2:1]([c:2]1[cH:3][cH:4][cH:5][cH:6][cH:7]1)[O:8][c:9]1[cH:10][cH:11][c:12]2[c:13]3[c:14]([cH:15][n:16][c:17]2[cH:18]1)[n:19][c:20]([CH2:26][O:27][CH2:28][CH3:29])[n:21]3[NH:22][CH:23]([CH3:24])[CH3:25].[Cl:43][CH:44]([Cl:45])[Cl:46].[NH4+:30].[OH-:31].[OH2:47].[c:32]1([CH3:33])[cH:34][cH:35][c:36]([S:37]([Cl:38])(=[O:39])=[O:40])[cH:41][cH:42]1>>[CH2:1]([c:2]1[cH:3][cH:4][cH:5][cH:6][cH:7]1)[O:8][c:9]1[cH:10][cH:11][c:12]2[c:13]3[c:14]([c:15]([NH2:30])[n:16][c:17]2[cH:18]1)[n:19][c:20]([CH2:26][O:27][CH2:28][CH3:29])[n:21]3[NH:22][CH:23]([CH3:24])[CH3:25]. Starting materials: C(=O)C1=C(OCCCCC(=O)O)C=CC(=C1O)C(=O)O (5-(2-Formyl-3-hydroxy-4-carboxyphenoxy)pentanoic acid), O (water), [OH-].[Na+] (sodium hydroxide). Run in O1CCOCC1 (dioxane). The product is C(=O)C1=C(OCCCCC(=O)O)C=CC=C1O (5-(2-Formyl-3-hydroxyphenoxy)pentanoic acid). As a reaction SMILES: [CH:1]([C:3]1[C:16]([OH:17])=[C:15](C(O)=O)[CH:14]=[CH:13][C:4]=1[O:5][CH2:6][CH2:7][CH2:8][CH2:9][C:10]([OH:12])=[O:11])=[O:2].O.[OH-].[Na+]>O1CCOCC1>[CH:1]([C:3]1[C:16]([OH:17])=[CH:15][CH:14]=[CH:13][C:4]=1[O:5][CH2:6][CH2:7][CH2:8][CH2:9][C:10]([OH:12])=[O:11])=[O:2] |f:2.3|. Procedure: 5-(2-Formyl-3-hydroxy-4-carboxyphenoxy)pentanoic acid (0.2 g, 0.0007 M), acidic alumina (0.1 g), water (10 ml) and dioxane (3 ml) were left at reflux for 4 days. The reaction mixture was cooled, and made alkaline by the addition of sodium hydroxide. The reaction mixture was filtered and the filtrate acidified with concentrated hydrochloric acid. The resulting precipitate was filtered and washed with a little water, then dried in a desiccator over phosphorus pentoxide to give the title compound a... Starting materials: C[Si](OC1(CC1)C(=O)[O-])(C)C (1-trimethylsiloxy-cyclopropanecarboxylate), Cl (hydrogen chloride), C1(=CC=CC=C1)C (toluene). Run at time 1 hour. Yields the product C(C)(C)C1C(C1)(C(=O)O)O (2-isopropyl-1-hydroxycyclopropanecarboxylic acid). Reaction SMILES: C[Si](C)(C)[O:3][C:4]1([C:7]([O-:9])=[O:8])[CH2:6][CH2:5]1.Cl.[C:13]1(C)[CH:18]=CC=C[CH:14]=1>>[CH:13]([CH:5]1[CH2:6][C:4]1([OH:3])[C:7]([OH:9])=[O:8])([CH3:18])[CH3:14]. Procedure: 17.0 g (0.06 mole) of trimethylsilyl 2-isopropyl°-1-trimethylsiloxy-cyclopropanecarboxylate were stirred for 2 hours at 30° C. in 100 ml of toluene saturated with hydrogen chloride. Dry nitrogen was then passed through the solution for 1 hour and the precipitate was filtered off. Crystallization from xylene yielded 2-isopropyl-1-hydroxycyclopropanecarboxylic acid (6.1 g) with a melting point of 135° to 138° C.